From a dataset of the Open Reaction Database (ORD), a public repository of structured organic reaction records. describe an organic reaction: reactants, conditions, products, and yield Reactants: BrC=1C=C(C=2N(C1)C(=C(N2)C)C(=O)N[C@@H](CO)CCCC)OCC2=C(C=CC=C2F)F (6-bromo-8-[(2,6-difluorobenzyl)oxy]-N-[(2R)-1-hydroxyhexan-2-yl]-2-methylimidazo[1,2-a]pyridine-3-carboxamide), CN(CCN(C)C)C (1,2-bis(dimethylamino)ethane), tris(dibenzylideneacetone)dipalladium Pd2 dba3, CC1(C2=C(C(=CC=C2)P(C3=CC=CC=C3)C4=CC=CC=C4)OC5=C(C=CC=C51)P(C6=CC=CC=C6)C7=CC=CC=C7)C (xantphos). The reagents and catalysts are [C-]#N.[Zn+2].[C-]#N (zinc(II) cyanide). Run in CN(C)C=O (DMF), C(C)(=O)OCC (ethyl acetate). Conditions: temperature 160 celsius. Product: C(#N)C=1C=C(C=2N(C1)C(=C(N2)C)C(=O)N[C@@H](CO)CCCC)OCC2=C(C=CC=C2F)F (6-Cyano-8-[(2,6-difluorobenzyl)oxy]-N-[(2R)-1-hydroxyhexan-2-yl]-2-methylimidazo[1,2-a]-pyridine-3-carboxamide). RXN SMILES: Br[C:2]1[CH:3]=[C:4]([O:22][CH2:23][C:24]2[C:29]([F:30])=[CH:28][CH:27]=[CH:26][C:25]=2[F:31])[C:5]2[N:6]([C:8]([C:12]([NH:14][C@H:15]([CH2:18][CH2:19][CH2:20][CH3:21])[CH2:16][OH:17])=[O:13])=[C:9]([CH3:11])[N:10]=2)[CH:7]=1.[CH3:32][N:33](C)CCN(C)C.CC1(C)C2C(=C(P(C3C=CC=CC=3)C3C=CC=CC=3)C=CC=2)OC2C(P(C3C=CC=CC=3)C3C=CC=CC=3)=CC=CC1=2>CN(C=O)C.C(OCC)(=O)C.[C-]#N.[Zn+2].[C-]#N>[C:32]([C:2]1[CH:3]=[C:4]([O:22][CH2:23][C:24]2[C:29]([F:30])=[CH:28][CH:27]=[CH:26][C:25]=2[F:31])[C:5]2[N:6]([C:8]([C:12]([NH:14][C@H:15]([CH2:18][CH2:19][CH2:20][CH3:21])[CH2:16][OH:17])=[O:13])=[C:9]([CH3:11])[N:10]=2)[CH:7]=1)#[N:33] |f:5.6.7|. Procedure details: Under argon, 500 mg (1.0 mmol) of 6-bromo-8-[(2,6-difluorobenzyl)oxy]-N-[(2R)-1-hydroxyhexan-2-yl]-2-methylimidazo[1,2-a]pyridine-3-carboxamide, 70.9 mg of zinc(II) cyanide (0.6 mmol, 0.6 equivalents), 30.4 μl of 1,2-bis(dimethylamino)ethane (TMEDA; 0.2 mmol, 0.2 equivalents), 65 mg of tris(dibenzylideneacetone)dipalladium Pd2 dba3 (0.07 mmol, 7 mol %) and 29 mg of xantphos ligand (0.05 mmol, 5 mol %) were dissolved in 2 ml of DMF and, divided into 5 microwave reaction vessels, heated at 160° C.... Starting materials: CC(C)O, NN, O, COC(=O)C1CCCC1O. Yields the product NNC(=O)C1CCCC1O. Reaction SMILES: [CH3:14][CH:15]([OH:16])[CH3:17].[NH2:12][NH2:13].[OH2:11].[OH:1][CH:2]1[CH:3]([C:7]([O:9][CH3:8])=[O:10])[CH2:4][CH2:5][CH2:6]1>>[OH:1][CH:2]1[CH:3]([C:7](=[O:9])[NH:12][NH2:13])[CH2:4][CH2:5][CH2:6]1. The reactants are ClC1=C2C(=NC=C1)C=C(O2)C2=CC(=C(C=C2)OC)C (7-chloro-2-(4-methoxy-3-methylphenyl)furo[3,2-b]pyridine), CC1=C2C=CNC2=CC=C1N (4-methyl-1H-indol-5-ylamine). Product: COC1=C(C=C(C=C1)C1=CC2=NC=CC(=C2O1)NC=1C(=C2C=CNC2=CC1)C)C ([2-(4-Methoxy-3-methyl-phenyl)-furo[3,2-b]pyridin-7-yl]-(4-methyl-1H-indol-5-yl)-amine), solid. Yield: 73.0%. RXN SMILES: Cl[C:2]1[CH:7]=[CH:6][N:5]=[C:4]2[CH:8]=[C:9]([C:11]3[CH:16]=[CH:15][C:14]([O:17][CH3:18])=[C:13]([CH3:19])[CH:12]=3)[O:10][C:3]=12.[CH3:20][C:21]1[C:29]([NH2:30])=[CH:28][CH:27]=[C:26]2[C:22]=1[CH:23]=[CH:24][NH:25]2>>[CH3:18][O:17][C:14]1[CH:15]=[CH:16][C:11]([C:9]2[O:10][C:3]3[C:4](=[N:5][CH:6]=[CH:7][C:2]=3[NH:30][C:29]3[C:21]([CH3:20])=[C:22]4[C:26](=[CH:27][CH:28]=3)[NH:25][CH:24]=[CH:23]4)[CH:8]=2)=[CH:12][C:13]=1[CH3:19]. Reported procedure: The title compound was prepared by procedure E using 7-chloro-2-(4-methoxy-3-methylphenyl)furo[3,2-b]pyridine (29.40 mg; 0.11 mmol; 1.00 eq.) instead of 7-chloro-2-(3,4,5-trimethoxyphenyl)furo[3,2-b]pyridine, and 4-methyl-1H-indol-5-ylamine (16.49 mg; 0.11 mmol; 1.05 eq.) instead of 6-amino-2,2-difluoro-4H-benzo[1,4]oxazin-3-one, and was obtained as a beige solid (30 mg, 73%). (HPLC (method F): 97%, RT: 4.34 min); 1H NMR (500 MHz, DMSO-d6) δ [ppm] 11.14 (s, 1H), 8.49 (s, 1H), 7.92 (d, J=5.5, 1H)... Starting materials: C(C)(C)C1=C(C=CC(=C1)[N+](=O)[O-])OC (2-Isopropyl-1-methoxy-4-nitro-benzene). Reagents/catalysts: [Pd] (Pd/C). Run in CO (methanol). Product: C(C)(C)C=1C=C(N)C=CC1OC (3-isopropyl-4-methoxyaniline). The yield is 108.2%. RXN SMILES: [CH:1]([C:4]1[CH:9]=[C:8]([N+:10]([O-])=O)[CH:7]=[CH:6][C:5]=1[O:13][CH3:14])([CH3:3])[CH3:2]>CO.[Pd]>[CH:1]([C:4]1[CH:9]=[C:8]([CH:7]=[CH:6][C:5]=1[O:13][CH3:14])[NH2:10])([CH3:3])[CH3:2]. Reported procedure: 2-Isopropyl-1-methoxy-4-nitro-benzene (4.53 g, 23.6 mmol) was dissolved in 100 mL of methanol in presence of 0.4 g of 10% Pd/C in a Parr bottle, and then subjected to 40 psi of H2 overnight at room temperature. The mixture was purged with nitrogen for 10 minutes and filtered over Celite. The filtrate was concentrated to give 4.22 g 3-isopropyl-4-methoxyaniline.